This data is from the Open Reaction Database (ORD), a public repository of structured organic reaction records. The task is: describe an organic reaction: reactants, conditions, products, and yield The reactants are OC=1C=C2C(=C(C(=NC2=CC1)CC(C)C)C#N)C1=CC=C(C=C1)C (6-hydroxy-2-isobutyl-4-(4-methylphenyl)quinoline-3-carbonitrile), C(C1=CC=CC=C1)Br (benzyl bromide), C([O-])([O-])=O.[K+].[K+] (potassium carbonate). Run in CN(C=O)C (N,N-dimethylformamide). Reaction conditions: time 17 hour. Product: C(C1=CC=CC=C1)OC=1C=C2C(=C(C(=NC2=CC1)CC(C)C)C#N)C1=CC=C(C=C1)C (6-(benzyloxy)-2-isobutyl-4-(4-methylphenyl)quinoline-3-carbonitrile). The yield is 89.0%. RXN SMILES: [OH:1][C:2]1[CH:3]=[C:4]2[C:9](=[CH:10][CH:11]=1)[N:8]=[C:7]([CH2:12][CH:13]([CH3:15])[CH3:14])[C:6]([C:16]#[N:17])=[C:5]2[C:18]1[CH:23]=[CH:22][C:21]([CH3:24])=[CH:20][CH:19]=1.[CH2:25](Br)[C:26]1[CH:31]=[CH:30][CH:29]=[CH:28][CH:27]=1.C(=O)([O-])[O-].[K+].[K+]>CN(C)C=O>[CH2:25]([O:1][C:2]1[CH:3]=[C:4]2[C:9](=[CH:10][CH:11]=1)[N:8]=[C:7]([CH2:12][CH:13]([CH3:15])[CH3:14])[C:6]([C:16]#[N:17])=[C:5]2[C:18]1[CH:23]=[CH:22][C:21]([CH3:24])=[CH:20][CH:19]=1)[C:26]1[CH:31]=[CH:30][CH:29]=[CH:28][CH:27]=1 |f:2.3.4|. Procedure details: To a solution of 6-hydroxy-2-isobutyl-4-(4-methylphenyl)quinoline-3-carbonitrile (1.5 g, 4.7 mmol) and benzyl bromide (0.61 g, 5.1 mmol) in N,N-dimethylformamide (10 ml) was added potassium carbonate (0.71 g, 5.1 mmol), and the mixture was stirred at room temperature for 17 hrs. The reaction mixture was partitioned between ethyl acetate (50 ml) and water (100 ml). The aqueous layer was separated and extracted with ethyl acetate (50 ml). The organic layer and the extract were combined and the mix... Starting materials: O (water), [H-].[Na+] (sodium hydride), IC1=CC=C(C=C1)O (4-iodophenol), ClC1=NC=CC(=N1)OC (2-chloro-4-methoxypyrimidine). Solvent: CN(C)C=O (DMF). Run at temperature 125 celsius, time 9 hour. The product is IC1=CC=C(OC2=NC=CC(=N2)OC)C=C1 (2-(4-iodophenoxy)-4-methoxypyrimidine). The yield is 95.1%. RXN SMILES: [H-].[Na+].[I:3][C:4]1[CH:9]=[CH:8][C:7]([OH:10])=[CH:6][CH:5]=1.Cl[C:12]1[N:17]=[C:16]([O:18][CH3:19])[CH:15]=[CH:14][N:13]=1.O>CN(C=O)C>[I:3][C:4]1[CH:9]=[CH:8][C:7]([O:10][C:12]2[N:17]=[C:16]([O:18][CH3:19])[CH:15]=[CH:14][N:13]=2)=[CH:6][CH:5]=1 |f:0.1|. Procedure details: Under an argon atmosphere, sodium hydride (108 mg) was added to a solution of 4-iodophenol (220 mg) and 2-chloro-4-methoxypyrimidine (168 mg) in anhydrous DMF (10 ml), and the resulting mixture was stirred at 125° C. for 9 hours. The reaction solution was cooled to room temperature and water was added thereto, followed by extracting the resulting mixture with ethyl acetate. Organic layer was washed with saturated brine and dried over anhydrous sodium sulfate. After removing anhydrous sodium sulf... The reactants are C1(C(N2CCCC3=CC=CC1=C23)=O)=O (5,6-dihydro-4H-pyrrolo[3,2,1-ij]quinoline-1,2-dione), ClN1C(CCC1=O)=O (N-chlorosuccinimide). Solvent: C(Cl)(Cl)(Cl)Cl (carbon tetrachloride). Yields the product ClC=1C=C2CCCN3C2=C(C1)C(C3=O)=O (8-Chloro-5,6-dihydro-4H-pyrrolo[3,2,1-ij]quinoline-1,2-dione). The yield is 47.4%. RXN SMILES: [C:1]1(=[O:14])[C:11]2=[C:12]3[C:7](=[CH:8][CH:9]=[CH:10]2)[CH2:6][CH2:5][CH2:4][N:3]3[C:2]1=[O:13].[Cl:15]N1C(=O)CCC1=O>C(Cl)(Cl)(Cl)Cl>[Cl:15][C:9]1[CH:8]=[C:7]2[C:12]3=[C:11]([C:1](=[O:14])[C:2](=[O:13])[N:3]3[CH2:4][CH2:5][CH2:6]2)[CH:10]=1. Procedure: A mixture of 5,6-dihydro-4H-pyrrolo[3,2,1-ij]quinoline-1,2-dione (7.49 g, 0.04 mole) and N-chlorosuccinimide (5.34 g, 0.04 mole) in carbon tetrachloride (40 ml) was refluxed for 23 hours. After cooling, the resultant red precipitate was collected by filteration, washed with water and dried. Recrystallization from acetonitrile afforded 4.2 g (47.4%) of red needles, melted at 188°-189° C. Starting materials: COC1=NC(=C(C=C1CNC1=CC=CC2=CC=CC=C12)CC)C (2-methoxy-3-{[1-naphthylamino]-methyl}-5-ethyl-6-methylpyridine), Cl.N1=CC=CC=C1 (pyridine hydrochloride), Cl (hydrochloride). Run in O (water). The product is C1(=CC=CC2=CC=CC=C12)NCC=1C(NC(=C(C1)CC)C)=O (3-{[1-napthylamino]methyl}-5-ethyl-6-methyl-2-(1H)-pyridinone). The yield is 15.8%. As a reaction SMILES: C[O:2][C:3]1[C:8]([CH2:9][NH:10][C:11]2[C:20]3[C:15](=[CH:16][CH:17]=[CH:18][CH:19]=3)[CH:14]=[CH:13][CH:12]=2)=[CH:7][C:6]([CH2:21][CH3:22])=[C:5]([CH3:23])[N:4]=1.Cl.N1C=CC=CC=1.Cl>O>[C:11]1([NH:10][CH2:9][C:8]2[C:3](=[O:2])[NH:4][C:5]([CH3:23])=[C:6]([CH2:21][CH3:22])[CH:7]=2)[C:20]2[C:15](=[CH:16][CH:17]=[CH:18][CH:19]=2)[CH:14]=[CH:13][CH:12]=1 |f:1.2|. Procedure details: A mixture of 2-methoxy-3-{[1-naphthylamino]-methyl}-5-ethyl-6-methylpyridine (125 mg, 0.41 mmol) and pyridine hydrochloride (500 mg, 4.3 mmol) was warmed at 145°-160° C. for 20 minutes. The reaction mixture was then cooled, water added, and the mixture made acidic with dilute aqueous hydrochloride acid. The product was then extracted into chloroform. Chloroform extracts were concentrated and the residue flash chromatographed on silica gel eluting with 5% methanol/95% chloroform. Appropriate frac... The solvent is C(C)O (ethanol). Starting materials: O1CCC(CC1)\C=C/1\C(C(C(C1)=O)C1=C(C=C(C=C1C)C)C)=O (4-[1-(tetrahydro-pyran-4-yl)-meth-(E)-ylidene]-2-(2,4,6-trimethyl-phenyl)-cyclopentane-1,3-dione). As a reaction SMILES: [O:1]1[CH2:6][CH2:5][CH:4](/[CH:7]=[C:8]2/[C:9](=[O:23])[CH:10]([C:14]3[C:19]([CH3:20])=[CH:18][C:17]([CH3:21])=[CH:16][C:15]=3[CH3:22])[C:11](=[O:13])[CH2:12]/2)[CH2:3][CH2:2]1>C(O)C.[Pd]>[O:1]1[CH2:2][CH2:3][CH:4]([CH2:7][CH:8]2[CH2:12][C:11](=[O:13])[CH:10]([C:14]3[C:15]([CH3:22])=[CH:16][C:17]([CH3:21])=[CH:18][C:19]=3[CH3:20])[C:9]2=[O:23])[CH2:5][CH2:6]1. Reported procedure: To a solution of 4-[1-(tetrahydro-pyran-4-yl)-meth-(E)-ylidene]-2-(2,4,6-trimethyl-phenyl)-cyclopentane-1,3-dione (270 mg, 0.86 mmol) in ethanol (10 ml) was added 10% palladium on charcoal (27 mg) and the resulting solution stirred under hydrogen (3 bar) for 5 hours at room temperature. The reaction mixture was then filtered through a pad of celite, which was washed with methanol, and the filtrated concentrated in vacuuo to give 4-(tetrahydro-pyran-4-ylmethyl)-2-(2,4,6-trimethyl-phenyl)-cyclopen... The product is O1CCC(CC1)CC1C(C(C(C1)=O)C1=C(C=C(C=C1C)C)C)=O (4-(tetrahydro-pyran-4-ylmethyl)-2-(2,4,6-trimethyl-phenyl)-cyclopentane-1,3-dione). Reagents/catalysts: [Pd] (palladium on charcoal). Run at time 5 hour. Isolated yield 95.4%. Starting materials: Cl (HCl), C(C)S (ethanethiol), [Al+3].[Cl-].[Cl-].[Cl-] (AlCl3), ClC1=CC=C(CN2C(=C(C3=CC(=CC=C23)OC)SC(C)(C)C)CC(C(=O)O)(C)C)C=C1 (3-[N-(p-chlorobenzyl)-3-(t-butylthio)-5-methoxyindol-2-yl]-2,2-dimethylpropanoic acid). Run in C(Cl)Cl (CH2Cl2). The product is ClC1=CC=C(CN2C(=CC3=CC(=CC=C23)O)CC(C(=O)OC)(C)C)C=C1 (Methyl 3-[N-(p-chlorobenzyl)-5-hydroxyindol-2-yl]-2,2-dimethylpropanoate). RXN SMILES: [Cl:1][C:2]1[CH:31]=[CH:30][C:5]([CH2:6][N:7]2[C:15]3[C:10](=[CH:11][C:12]([O:16]C)=[CH:13][CH:14]=3)[C:9](SC(C)(C)C)=[C:8]2[CH2:23][C:24]([CH3:29])([CH3:28])[C:25]([OH:27])=[O:26])=[CH:4][CH:3]=1.[CH2:32](S)C.[Al+3].[Cl-].[Cl-].[Cl-].Cl>C(Cl)Cl>[Cl:1][C:2]1[CH:31]=[CH:30][C:5]([CH2:6][N:7]2[C:15]3[C:10](=[CH:11][C:12]([OH:16])=[CH:13][CH:14]=3)[CH:9]=[C:8]2[CH2:23][C:24]([CH3:29])([CH3:28])[C:25]([O:27][CH3:32])=[O:26])=[CH:4][CH:3]=1 |f:2.3.4.5|. Procedure details: A suspension of 1.0 g of 3-[N-(p-chlorobenzyl)-3-(t-butylthio)-5-methoxyindol-2-yl]-2,2-dimethylpropanoic acid (from Example 1 Step B) in 50 mL of CH2Cl2 was treated with 1.3 mL of ethanethiol and 3.47 g of AlCl3 at 0° C. under argon. After 40 min the mixture was poured onto 50 mL 1N HCl, extracted with 3×50 mL of CH2Cl2 washed with 2×50 mL of H2O, dried with MgSO4 and the solvent removed. The residue was dissolved in 1.0 mL ether and ethereal diazomethane added until all the acid was consumed. ... Reactants: N1CCC(CC1)C1=NOC2=C1C=CC=C2 (4-piperidyl-1,2-benzisoxazole), ClCCCN1C(NC2=C1C=CC=C2)=O (1-(3-chloropropyl)-1,3-dihydro-2H-benzimidazole-2-one), C([O-])([O-])=O.[Na+].[Na+] (sodium carbonate), [I-].[K+] (potassium iodide), CC(CC(C)=O)C (4-methyl-2-pentanone). The solvent is O (water). Product: COC=1C(=CC2=C(C(=NO2)C2CCN(CC2)CCCN2C(NC3=C2C=CC=C3)=O)C1)OC (5,6-Dimethoxy-3-{1-[1,3-dihydro-2-oxo-2H-benzimidazole-1-yl-propyl]-4-piperidyl}-1,2-benzisoxazole). Isolated yield 28.1%. As a reaction SMILES: [NH:1]1[CH2:6][CH2:5][CH:4]([C:7]2[C:11]3[CH:12]=[CH:13][CH:14]=[CH:15][C:10]=3[O:9][N:8]=2)[CH2:3][CH2:2]1.Cl[CH2:17][CH2:18][CH2:19][N:20]1[C:24]2[CH:25]=[CH:26][CH:27]=[CH:28][C:23]=2[NH:22][C:21]1=[O:29].[C:30](=[O:33])([O-])[O-].[Na+].[Na+].[I-].[K+].CC(C)C[C:41](=[O:43])C>O>[CH3:41][O:43][C:13]1[C:14]([O:33][CH3:30])=[CH:15][C:10]2[O:9][N:8]=[C:7]([CH:4]3[CH2:3][CH2:2][N:1]([CH2:17][CH2:18][CH2:19][N:20]4[C:24]5[CH:25]=[CH:26][CH:27]=[CH:28][C:23]=5[NH:22][C:21]4=[O:29])[CH2:6][CH2:5]3)[C:11]=2[CH:12]=1 |f:2.3.4,5.6|. Reported procedure: A stirred mixture of 4.40 g of 5,6-dimethoxy-3-(4-piperidyl-1,2-benzisoxazole, 3.35 g of 1-(3-chloropropyl)-1,3-dihydro-2H-benzimidazole-2-one, 3.56 g of sodium carbonate, 300 ml of 4-methyl-2-pentanone and 0.20 g of potassium iodide was stirred at reflux for 6.0 hrs and stirred overnight at ambient temperature. The reaction mixture was poured into water (300 ml) and extracted with dichloromethane. The extract was dried over anhydrous magnesium sulfate and the solvent was removed in vacuo to yie...